The task is: describe an organic reaction: reactants, conditions, products, and yield. This data is from the Open Reaction Database (ORD), a public repository of structured organic reaction records. Reactants: CCOC(=O)C1(NC(=O)c2cccc(C)c2OC(C)C)Cc2cc(C)c(C)cc2C1, CCO, [K+], [OH-], O. Yields the product Cc1cc2c(cc1C)CC(NC(=O)c1cccc(C)c1OC(C)C)(C(=O)O)C2. RXN SMILES: [CH2:1]([CH3:2])[O:3][C:4](=[O:5])[C:6]1([NH:17][C:18]([c:19]2[c:20]([O:26][CH:27]([CH3:28])[CH3:29])[c:21]([CH3:25])[cH:22][cH:23][cH:24]2)=[O:30])[CH2:7][c:8]2[cH:9][c:10]([CH3:16])[c:11]([CH3:15])[cH:12][c:13]2[CH2:14]1.[CH3:34][CH2:35][OH:36].[K+:32].[OH-:31].[OH2:33]>>[O:3]=[C:4]([OH:5])[C:6]1([NH:17][C:18]([c:19]2[c:20]([O:26][CH:27]([CH3:28])[CH3:29])[c:21]([CH3:25])[cH:22][cH:23][cH:24]2)=[O:30])[CH2:7][c:8]2[cH:9][c:10]([CH3:16])[c:11]([CH3:15])[cH:12][c:13]2[CH2:14]1. Reactants: S(=O)(Cl)Cl (Thionyl chloride), OC1(CN2CCC1CC2)C2=NC=CC=C2 (3-hydroxy-3-(2-pyridinyl)-1-azabicyclo[2.2.2]octane), C([O-])([O-])=O.[K+].[K+] (potassium carbonate). Solvent: ClCCl (dichloromethane). Run at time 1 hour. Product: ClC1(CN2CCC1CC2)C2=NC=CC=C2 (3-chloro-3-(2-pyridinyl)-1-azabicyclo[2.2.2]octane). Yield: 24.7%. RXN SMILES: S(Cl)([Cl:3])=O.O[C:6]1([C:14]2[CH:19]=[CH:18][CH:17]=[CH:16][N:15]=2)[CH:11]2[CH2:12][CH2:13][N:8]([CH2:9][CH2:10]2)[CH2:7]1.C(=O)([O-])[O-].[K+].[K+]>ClCCl>[Cl:3][C:6]1([C:14]2[CH:19]=[CH:18][CH:17]=[CH:16][N:15]=2)[CH:11]2[CH2:12][CH2:13][N:8]([CH2:9][CH2:10]2)[CH2:7]1 |f:2.3.4|. Procedure details: Thionyl chloride (0.74 ml, 10.2 mmol) was added dropwise to a solution of 3-hydroxy-3-(2-pyridinyl)-1-azabicyclo[2.2.2]octane (1.04 g, 5.09 mmol, prepared as in Description 1) in dichloromethane (10 ml). The reaction mixture was stirred at room temperature for 1 h, poured into saturated aqueous potassium carbonate (30 ml) and extracted with dichloromethane. The organic extract was dried over magnesium sulphate and then concentrated to a brown oil. The crude product was chromatographed through si...